Dataset: the Open Reaction Database (ORD), a public repository of structured organic reaction records. Task: describe an organic reaction: reactants, conditions, products, and yield The reactants are O=C([O-])[O-], CO, Cn1cc(SCCl)c(=O)c2ccc(F)cc21, [K+], [K+], OO. Yields the product Cn1cc(S(=O)CCl)c(=O)c2ccc(F)cc21. As a reaction SMILES: [C:19]([O-:20])(=[O:21])[O-:22].[CH3:25][OH:26].[Cl:1][CH2:2][S:3][c:4]1[cH:5][n:6]([CH3:16])[c:7]2[cH:8][c:9]([F:15])[cH:10][cH:11][c:12]2[c:13]1=[O:14].[K+:23].[K+:24].[OH:17][OH:18]>>[Cl:1][CH2:2][S:3]([c:4]1[cH:5][n:6]([CH3:16])[c:7]2[cH:8][c:9]([F:15])[cH:10][cH:11][c:12]2[c:13]1=[O:14])=[O:20].